describe an organic reaction: reactants, conditions, products, and yield From a dataset of the Open Reaction Database (ORD), a public repository of structured organic reaction records. The reactants are C(=O)(O)[O-].[Na+] (NaHCO3), C(C)(C)(C)OC(=O)N1CC2=C(CC1)N(N=C2C2=CC=C(C=C2)C(F)(F)F)CCCN2CCN(CC2)C2=C(C=CC=C2[N+](=O)[O-])Cl (1-{3-[4-(2-chloro-6-nitro-phenyl)-piperazin-1-yl]-propyl}-3-(4-trifluoromethyl-phenyl)-1,4,6,7-tetrahydro-pyrazolo[4,3-c]pyridine-5-carboxylic acid tert-butyl ester), C(C)(=O)O (acetic acid). Reagents/catalysts: [Zn] (zinc). Solvent: C(Cl)Cl (CH2Cl2), CO (MeOH). Conditions: temperature 25 celsius, time 1 hour. Product: C(C)(C)(C)OC(=O)N1CC2=C(CC1)N(N=C2C2=CC=C(C=C2)C(F)(F)F)CCCN2CCN(CC2)C2=C(C=CC=C2Cl)N (1-{3-[4-(2-amino-6-chloro-phenyl)-piperazin-1-yl]-propyl}-3-(4-trifluoromethyl-phenyl)-1,4,6,7-tetrahydro-pyrazolo[4,3-c]pyridine-5-carboxylic acid tert-butyl ester). Reaction SMILES: [C:1]([O:5][C:6]([N:8]1[CH2:13][CH2:12][C:11]2[N:14]([CH2:27][CH2:28][CH2:29][N:30]3[CH2:35][CH2:34][N:33]([C:36]4[C:41]([N+:42]([O-])=O)=[CH:40][CH:39]=[CH:38][C:37]=4[Cl:45])[CH2:32][CH2:31]3)[N:15]=[C:16]([C:17]3[CH:22]=[CH:21][C:20]([C:23]([F:26])([F:25])[F:24])=[CH:19][CH:18]=3)[C:10]=2[CH2:9]1)=[O:7])([CH3:4])([CH3:3])[CH3:2].C(O)(=O)C.C([O-])(O)=O.[Na+]>CO.C(Cl)Cl.[Zn]>[C:1]([O:5][C:6]([N:8]1[CH2:13][CH2:12][C:11]2[N:14]([CH2:27][CH2:28][CH2:29][N:30]3[CH2:35][CH2:34][N:33]([C:36]4[C:37]([Cl:45])=[CH:38][CH:39]=[CH:40][C:41]=4[NH2:42])[CH2:32][CH2:31]3)[N:15]=[C:16]([C:17]3[CH:18]=[CH:19][C:20]([C:23]([F:25])([F:26])[F:24])=[CH:21][CH:22]=3)[C:10]=2[CH2:9]1)=[O:7])([CH3:4])([CH3:2])[CH3:3] |f:2.3|. Procedure details: A solution of 360 mg (0.56 mmol) of 1-{3-[4-(2-chloro-6-nitro-phenyl)-piperazin-1-yl]-propyl}-3-(4-trifluoromethyl-phenyl)-1,4,6,7-tetrahydro-pyrazolo[4,3-c]pyridine-5-carboxylic acid tert-butyl ester in 4 mL of MeOH was treated with 182 mg (5 eq) of zinc dust and glacial acetic acid (1.57 mL, 50 eq) at 25° C. The reaction mixture was stirred at 25° C. for 1 h. The reaction mixture was then filtered through a pad of celite and concentrated to obtain a thick oil. The residue was taken up in CH2Cl... The reactants are ClC1=C(C=C(C=C1)C1=NN(C2=C1CN(CC2)C(C)=O)C[C@H](CO)O)C ((R)-1-[3-(4-Chloro-3-methyl-phenyl)-1-(2,3-dihydroxy-propyl)-1,4,6,7-tetrahydro-pyrazolo[4,3-c]pyridin-5-yl]-ethanone), C(=O)([O-])[O-].[K+].[K+] (K2CO3), C1(=CC=C(C=C1)S(=O)(=O)[O-])C.[NH+]1=CC=CC=C1 (pyridinium p-toluenesulfonate), C(=O)(C)Br (AcBr). Run in CC(OC)(OC)OC (MeC(OMe)3), CO (MeOH). Reaction conditions: temperature 0 celsius, time 17 hour. The product is ClC1=C(C=C(C=C1)C1=NN(C2=C1CN(CC2)C(C)=O)C[C@H]2OC2)C ((R)-1-[3-(4-Chloro-3-methyl-phenyl)-1-oxiranylmethyl-1,4,6,7-tetrahydro-pyrazolo[4,3-c]pyridin-5-yl]-ethanone). Yield: 37.1%. Reaction SMILES: [Cl:1][C:2]1[CH:7]=[CH:6][C:5]([C:8]2[C:12]3[CH2:13][N:14]([C:17](=[O:19])[CH3:18])[CH2:15][CH2:16][C:11]=3[N:10]([CH2:20][C@@H:21]([OH:24])[CH2:22]O)[N:9]=2)=[CH:4][C:3]=1[CH3:25].C1(C)C=CC(S([O-])(=O)=O)=CC=1.[NH+]1C=CC=CC=1.C(Br)(C)=O.C([O-])([O-])=O.[K+].[K+]>CC(OC)(OC)OC.CO>[Cl:1][C:2]1[CH:7]=[CH:6][C:5]([C:8]2[C:12]3[CH2:13][N:14]([C:17](=[O:19])[CH3:18])[CH2:15][CH2:16][C:11]=3[N:10]([CH2:20][C@@H:21]3[CH2:22][O:24]3)[N:9]=2)=[CH:4][C:3]=1[CH3:25] |f:1.2,4.5.6|. Procedure details: (R)-1-[3-(4-Chloro-3-methyl-phenyl)-1-(2,3-dihydroxy-propyl)-1,4,6,7-tetrahydro-pyrazolo[4,3-c]pyridin-5-yl]-ethanone (452 mg, 1.24 mmol) and pyridinium p-toluenesulfonate (85 mg) were combined in MeC(OMe)3 (50 mL) and briefly sonicated. The mixture was stirred for 17 h, concentrated, and the residue dissolved in CH2Cl2 (8 mL). The solution was cooled to 0° C. and treated with AcBr (0.15 mL, 2.0 mmol). After 5 h the mixture was partitioned between EtOAc (300 mL) and saturated aqueous NaHCO3 (75 ...